From a dataset of the Open Reaction Database (ORD), a public repository of structured organic reaction records. describe an organic reaction: reactants, conditions, products, and yield Reactants: P(=O)(Cl)(Cl)Cl (phosphorous oxychloride), CC1=NOC(=N1)CC(=O)O (3-methyl-1,2,4-oxadiazol-5-yl-acetic acid), C(C)(CC)O (sec.-butanol). Conditions: temperature 65 celsius, time 90 minute. The product is CC1=NOC(=N1)CC(=O)OC(C)CC (sec.-butyl 3-methyl-1,2,4-oxadiazol-5-yl-acetate). Isolated yield 36.4%. Reaction SMILES: P(Cl)(Cl)(Cl)=O.[CH3:6][C:7]1[N:11]=[C:10]([CH2:12][C:13]([OH:15])=[O:14])[O:9][N:8]=1.[CH:16](O)([CH2:18][CH3:19])[CH3:17]>>[CH3:6][C:7]1[N:11]=[C:10]([CH2:12][C:13]([O:15][CH:16]([CH2:18][CH3:19])[CH3:17])=[O:14])[O:9][N:8]=1. Procedure details: Using the procedure of Example 17, 12 g of phosphorous oxychloride were slowly added to a mixture of 12 g of 3-methyl-1,2,4-oxadiazol-5-yl-acetic acid and 8.9 g of dry sec.-butanol and the rate of addition was adjusted to a reaction temperature of 65°±5° C. The resulting reaction mixture was stirred for 90 minutes at 65° C., and then treated as in Example 17. The product was distilled at 68° C. and 1.5 mm Hg to obtain 6.1 g (35% yield) of sec.-butyl 3-methyl-1,2,4-oxadiazol-5-yl-acetate. The pur...